Dataset: the Open Reaction Database (ORD), a public repository of structured organic reaction records. Task: describe an organic reaction: reactants, conditions, products, and yield Starting materials: C(C)O.CN(C)C=O (ethanol DMF), CC1=CC=CC(=N1)C=O (6-methylpyridin-2-aldehyde), C1(CC(CCC1)=O)=O (cyclohexane-1,3-dione), C(C)OC(CC(N)=N)=O (amidinoacetic acid ethyl ester). Solvent: C(C)O (ethanol). The product is C(C)OC(=O)C1=C(NC=2CCCC(C2C1C1=NC(=CC=C1)C)=O)N (2-amino-4-(6-methylpyrid-2yl)-1,4,5,6,7,8-hexahydro-5-oxoquinoline-3-carboxylic acid ethyl ester). Yield: 46.0%. RXN SMILES: [CH3:1][C:2]1[N:7]=[C:6]([CH:8]=O)[CH:5]=[CH:4][CH:3]=1.[C:10]1(=[O:17])[CH2:15][CH2:14][CH2:13][C:12](=O)[CH2:11]1.[CH2:18]([O:20][C:21](=[O:26])[CH2:22][C:23](=[NH:25])[NH2:24])[CH3:19].C(O)C.CN(C=O)C>C(O)C>[CH2:18]([O:20][C:21]([C:22]1[CH:8]([C:6]2[CH:5]=[CH:4][CH:3]=[C:2]([CH3:1])[N:7]=2)[C:11]2[C:10](=[O:17])[CH2:15][CH2:14][CH2:13][C:12]=2[NH:24][C:23]=1[NH2:25])=[O:26])[CH3:19] |f:3.4|. Procedure: Upon heating a solution of 4.8 g of 6-methylpyridin-2-aldehyde, 4.5 g of cyclohexane-1,3-dione and 5.2 g of amidinoacetic acid ethyl ester in 120 ml of ethanol for 8 hours, 2-amino-4-(6-methylpyrid-2yl)-1,4,5,6,7,8-hexahydro-5-oxoquinoline-3-carboxylic acid ethyl ester of melting point >260°C (ethanol/DMF) is obtained. The reactants are COC(=O)c1cccc(SC(C)(C)c2ccc(OCc3c(C(C)C)cnn3-c3c(Cl)cccc3Cl)cc2C)c1, [Li+], C1COCCO1, [OH-]. Product: Cc1cc(OCc2c(C(C)C)cnn2-c2c(Cl)cccc2Cl)ccc1C(C)(C)Sc1cccc(C(=O)O)c1. Reaction SMILES: [CH3:1][O:2][C:3]([c:4]1[cH:5][c:6]([S:10][C:11]([CH3:12])([CH3:13])[c:14]2[c:15]([CH3:38])[cH:16][c:17]([O:20][CH2:21][c:22]3[n:23](-[c:30]4[c:31]([Cl:37])[cH:32][cH:33][cH:34][c:35]4[Cl:36])[n:24][cH:25][c:26]3[CH:27]([CH3:28])[CH3:29])[cH:18][cH:19]2)[cH:7][cH:8][cH:9]1)=[O:39].[Li+:40].[O:42]1[CH2:43][CH2:44][O:45][CH2:46][CH2:47]1.[OH-:41]>>[O:2]=[C:3]([c:4]1[cH:5][c:6]([S:10][C:11]([CH3:12])([CH3:13])[c:14]2[c:15]([CH3:38])[cH:16][c:17]([O:20][CH2:21][c:22]3[n:23](-[c:30]4[c:31]([Cl:37])[cH:32][cH:33][cH:34][c:35]4[Cl:36])[n:24][cH:25][c:26]3[CH:27]([CH3:28])[CH3:29])[cH:18][cH:19]2)[cH:7][cH:8][cH:9]1)[OH:39]. Starting materials: O1C(=CC=C1)C=1N=C(SC1N1CCOCC1)NC(=O)C1CCNCC1 (N-[4-(2-Furyl)-5-morpholinothiazol-2-yl]piperidine-4-carboxamide), C(C)(=O)OC(C)=O (acetic anhydride). The solvent is N1=CC=CC=C1 (pyridine). Reaction conditions: time 2 hour. Product: C(C)(=O)N1CCC(CC1)C(=O)NC=1SC(=C(N1)C=1OC=CC1)N1CCOCC1 (1-Acetyl-N-[4-(2-furyl)-5-morpholinothiazol-2-yl]piperidine-4-carboxamide). Yield: 24.7%. RXN SMILES: [O:1]1[CH:5]=[CH:4][CH:3]=[C:2]1[C:6]1[N:7]=[C:8]([NH:17][C:18]([CH:20]2[CH2:25][CH2:24][NH:23][CH2:22][CH2:21]2)=[O:19])[S:9][C:10]=1[N:11]1[CH2:16][CH2:15][O:14][CH2:13][CH2:12]1.[C:26](OC(=O)C)(=[O:28])[CH3:27]>N1C=CC=CC=1>[C:26]([N:23]1[CH2:24][CH2:25][CH:20]([C:18]([NH:17][C:8]2[S:9][C:10]([N:11]3[CH2:16][CH2:15][O:14][CH2:13][CH2:12]3)=[C:6]([C:2]3[O:1][CH:5]=[CH:4][CH:3]=3)[N:7]=2)=[O:19])[CH2:21][CH2:22]1)(=[O:28])[CH3:27]. Procedure: Compound 44 (145 mg, 0.400 mmol) was dissolved in pyridine (5 mL), acetic anhydride (0.19 mL, 2.00 mmol) was added thereto, followed by stirring at room temperature for 2 hours. The reaction mixture was concentrated under reduced pressure, and the resulting residue was purified through silica gel column chromatography (ethyl acetate:methanol=9:1) to afford the entitled Compound 54 (40.0 mg, 25%). Starting materials: CN1C(C(NCC1)=O)C1=CC=C(C=C1)[N+](=O)[O-] (4-Methyl-3-(4-nitrophenyl)piperazine-2-one), Cl (hydrochloric acid), C([O-])([O-])=O.[K+].[K+] (potassium carbonate). The reagents and catalysts are [Fe] (iron). The solvent is C(C)O (ethanol). Product: NC1=CC=C(C=C1)C1C(NCCN1C)=O (3-(4-Aminophenyl)-4-methylpiperazin-2-one). Yield: 100.0%. RXN SMILES: [CH3:1][N:2]1[CH2:7][CH2:6][NH:5][C:4](=[O:8])[CH:3]1[C:9]1[CH:14]=[CH:13][C:12]([N+:15]([O-])=O)=[CH:11][CH:10]=1.Cl.C(=O)([O-])[O-].[K+].[K+]>[Fe].C(O)C>[NH2:15][C:12]1[CH:11]=[CH:10][C:9]([CH:3]2[N:2]([CH3:1])[CH2:7][CH2:6][NH:5][C:4]2=[O:8])=[CH:14][CH:13]=1 |f:2.3.4|. Procedure details: A 25-mL single-neck round-bottomed flask equipped with a reflux condenser and magnetic stirrer was purged with nitrogen and charged with 104b (210 mg, 0.89 mmol), ethanol (6 mL), iron powder (−325 mesh, 491 mg, 8.93 mmol) and 2N hydrochloric acid (0.70 mL, 1.40 mmol), and the mixture was heated at reflux for 30 min. After this time, the reaction was cooled to room temperature, and powdered potassium carbonate (3.03 g, 22.0 mmol) was added. The resulting suspension was filtered and the filter cak... Starting materials: C(#N)C1=CC=C(C=C2C(N(C(N2C)=O)N([C@@H](CC(O)=O)C(=O)N[C@@H](C(C)C)C(=O)O)C(C)=O)=O)C=C1 ((5-(4-cyanobenzylidene)-1-methyl-2,4-dioxoimidazolidin-3-yl)-acetyl-L-aspartyl-L-valine), Pd on-charcoal. Solvent: CO (methanol). Reaction conditions: time 12 hour. Yields the product NCC1=CC=C(CC2C(N(C(N2C)=O)N([C@@H](CC(O)=O)C(=O)N[C@@H](C(C)C)C(=O)O)C(C)=O)=O)C=C1 ((5-(4-Aminomethylbenzyl)-l-methyl-2,4-dioxoimidazolidin-3-yl)-acetyl-L-aspartyl-L-valine). Reaction SMILES: [C:1]([C:3]1[CH:36]=[CH:35][C:6]([CH:7]=[C:8]2[N:12]([CH3:13])[C:11](=[O:14])[N:10]([N:15]([C:31](=[O:33])[CH3:32])[C@H:16]([C:21]([NH:23][C@H:24]([C:28]([OH:30])=[O:29])[CH:25]([CH3:27])[CH3:26])=[O:22])[CH2:17][C:18](=[O:20])[OH:19])[C:9]2=[O:34])=[CH:5][CH:4]=1)#[N:2]>CO>[NH2:2][CH2:1][C:3]1[CH:4]=[CH:5][C:6]([CH2:7][CH:8]2[N:12]([CH3:13])[C:11](=[O:14])[N:10]([N:15]([C:31](=[O:33])[CH3:32])[C@H:16]([C:21]([NH:23][C@H:24]([C:28]([OH:30])=[O:29])[CH:25]([CH3:27])[CH3:26])=[O:22])[CH2:17][C:18](=[O:19])[OH:20])[C:9]2=[O:34])=[CH:35][CH:36]=1. Procedure details: 150 mg of (5-(4-cyanobenzylidene)-1-methyl-2,4-dioxoimidazolidin-3-yl)-acetyl-L-aspartyl-L-valine are dissolved in 40 ml of methanol. After addition of 50 mg of 10% strength Pd-on-charcoal, hydrogenation is carried out at room temperature for 12 hours, the catalyst is filtered off, the filtrate is concentrated and the product is freeze-dried. The reactants are C1CCOC1, COC(=O)c1cc(N2CCOCC2)cc2c1nc(C(F)F)n2Cc1cccc(Cl)c1Cl, [Li+], [OH-]. The product is O=C(O)c1cc(N2CCOCC2)cc2c1nc(C(F)F)n2Cc1cccc(Cl)c1Cl. Reaction SMILES: [CH2:34]1[O:35][CH2:36][CH2:37][CH2:38]1.[Cl:1][c:2]1[c:3]([CH2:4][n:5]2[c:6]([CH:24]([F:25])[F:26])[n:7][c:8]3[c:9]2[cH:10][c:11]([N:18]2[CH2:19][CH2:20][O:21][CH2:22][CH2:23]2)[cH:12][c:13]3[C:14](=[O:15])[O:16][CH3:17])[cH:27][cH:28][cH:29][c:30]1[Cl:31].[Li+:33].[OH-:32]>>[Cl:1][c:2]1[c:3]([CH2:4][n:5]2[c:6]([CH:24]([F:25])[F:26])[n:7][c:8]3[c:9]2[cH:10][c:11]([N:18]2[CH2:19][CH2:20][O:21][CH2:22][CH2:23]2)[cH:12][c:13]3[C:14](=[O:15])[OH:16])[cH:27][cH:28][cH:29][c:30]1[Cl:31]. Starting materials: COC1=CC=C(C=C1)S(=O)(=O)N(C1=C2C(=NC=C1C(=O)OCC)N(N=C2C)C)CC=2C=NC=CC2 (ethyl 4-[(4-methoxy-benzenesulfonyl)pyridin-3-ylmethylamino]-1,3-dimethyl-1H-pyrazolo[3,4-b]pyridin-5-carboxylate), [OH-].[K+] (potassium hydroxide), [OH-].[K+] (potassium hydroxide). Solvent: C(C)O (ethanol), O (water). Product: COC1=CC=C(C=C1)S(=O)(=O)N(C1=C2C(=NC=C1C(=O)O)N(N=C2C)C)CC=2C=NC=CC2 (4-[(4-Methoxybenzenesulfonyl)pyridin-3-ylmethylamino]-1,3-dimethyl-1H-pyrazolo[3,4-b]pyridine-5-carboxylic acid). Isolated yield 77.6%. Reaction SMILES: [CH3:1][O:2][C:3]1[CH:8]=[CH:7][C:6]([S:9]([N:12]([CH2:29][C:30]2[CH:31]=[N:32][CH:33]=[CH:34][CH:35]=2)[C:13]2[C:18]([C:19]([O:21]CC)=[O:20])=[CH:17][N:16]=[C:15]3[N:24]([CH3:28])[N:25]=[C:26]([CH3:27])[C:14]=23)(=[O:11])=[O:10])=[CH:5][CH:4]=1.[OH-].[K+]>C(O)C.O>[CH3:1][O:2][C:3]1[CH:4]=[CH:5][C:6]([S:9]([N:12]([CH2:29][C:30]2[CH:31]=[N:32][CH:33]=[CH:34][CH:35]=2)[C:13]2[C:18]([C:19]([OH:21])=[O:20])=[CH:17][N:16]=[C:15]3[N:24]([CH3:28])[N:25]=[C:26]([CH3:27])[C:14]=23)(=[O:11])=[O:10])=[CH:7][CH:8]=1 |f:1.2|. Procedure details: A mixture of 1.34 g (2.7 mmol) of ethyl 4-[(4-methoxy-benzenesulfonyl)pyridin-3-ylmethylamino]-1,3-dimethyl-1H-pyrazolo[3,4-b]pyridin-5-carboxylate, 2.97 ml of 1N potassium hydroxide in 7.8 ml of ethanol and 4.83 ml of water was refluxed for 20 hr. Another 0.54 ml of 1N potassium hydroxide was added and the mixture refluxed 4 hrs. The solvent was removed under vacuum and toluene added and removed under vacuum. The residue was dissolved in water (20 ml) and extracted with ethyl acetate. The aqueo...